This data is from the Open Reaction Database (ORD), a public repository of structured organic reaction records. The task is: describe an organic reaction: reactants, conditions, products, and yield Starting materials: CC#N, O=S(=O)(OS(=O)(=O)C(F)(F)F)C(F)(F)F, N#Cc1ccc(Cl)nc1CC(=O)Oc1ccc([N+](=O)[O-])cc1, [Na+], [Na+], O=C([O-])[O-]. Yields the product N#Cc1ccc(Cl)[n+]([O-])c1CC(=O)Oc1ccc([N+](=O)[O-])cc1. RXN SMILES: [CH3:44][C:45]#[N:46].[F:23][C:24]([S:25]([O:26][S:27]([C:29]([F:30])([F:31])[F:32])(=[O:33])=[O:34])(=[O:28])=[O:35])([F:36])[F:37].[N+:1](=[O:2])([O-:3])[c:4]1[cH:5][cH:6][c:7]([O:10][C:11]([CH2:12][c:13]2[n:14][c:15]([Cl:21])[cH:16][cH:17][c:18]2[C:19]#[N:20])=[O:22])[cH:8][cH:9]1.[Na+:38].[Na+:39].[O-:40][C:41](=[O:42])[O-:43]>>[N+:1](=[O:2])([O-:3])[c:4]1[cH:5][cH:6][c:7]([O:10][C:11]([CH2:12][c:13]2[n+:14]([O-:28])[c:15]([Cl:21])[cH:16][cH:17][c:18]2[C:19]#[N:20])=[O:22])[cH:8][cH:9]1. Starting materials: BrCC1=C(C=CC=C1CBr)OC (2,3-bis-(bromomethyl)anisole), C(C1=CC=CC=C1)N (benzylamine). Reagents/catalysts: [Cl-].C(C1=CC=CC=C1)[N+](CC)(CC)CC (benzyltriethylammonium chloride). The solvent is [OH-].[Na+] (sodium hydroxide), C1(=CC=CC=C1)C (toluene). The product is C(C1=CC=CC=C1)N1CC2=CC=CC(=C2C1)OC (2-benzyl-4-methoxyisoindoline). Reaction SMILES: Br[CH2:2][C:3]1[C:8]([CH2:9]Br)=[CH:7][CH:6]=[CH:5][C:4]=1[O:11][CH3:12].[CH2:13]([NH2:20])[C:14]1[CH:19]=[CH:18][CH:17]=[CH:16][CH:15]=1>[Cl-].C([N+](CC)(CC)CC)C1C=CC=CC=1.[OH-].[Na+].C1(C)C=CC=CC=1>[CH2:13]([N:20]1[CH2:2][C:3]2[C:8](=[CH:7][CH:6]=[CH:5][C:4]=2[O:11][CH3:12])[CH2:9]1)[C:14]1[CH:19]=[CH:18][CH:17]=[CH:16][CH:15]=1 |f:2.3,4.5|. Reported procedure: The 2,3-bis-(bromomethyl)anisole prepared above and 1.5 g of benzyltriethylammonium chloride were dissolved in a mixture of 80 ml of aqueous 50% sodium hydroxide and 350 ml of toluene. To the solution was dropwise added 21.6 g of benzylamine over 15 minutes while stirring at room temperature. After stirring for one day for one day, the organic layer was separated and washed with brine. After concentration, the residue was purified by chromatography on silica gel (benzene/ethyl acetate=15/1) to g...